This data is from the Open Reaction Database (ORD), a public repository of structured organic reaction records. The task is: describe an organic reaction: reactants, conditions, products, and yield The reactants are FC1=C(C=CC(=C1)C)N (2-fluoro-4-methylphenylamine), II (iodine). The solvent is CO (methanol), CO (methanol), OO (hydrogen peroxide). Conditions: time 18 hour. Yields the product FC1=C(C(=CC(=C1)C)I)N (2-Fluoro-6-iodo-4-methylphenylamine). The yield is 87.6%. As a reaction SMILES: [F:1][C:2]1[CH:7]=[C:6]([CH3:8])[CH:5]=[CH:4][C:3]=1[NH2:9].[I:10]I>CO.OO>[F:1][C:2]1[CH:7]=[C:6]([CH3:8])[CH:5]=[C:4]([I:10])[C:3]=1[NH2:9]. Procedure: A solution of 2-fluoro-4-methylphenylamine (1.25 g, 10 mmol) in 5 mL of methanol was treated with a solution of iodine (1.27 g, 5 mmol) in a mixture of 25 mL of methanol and 3 mL of hydrogen peroxide over a period of 15 minutes at room temperature. After 18 hours, the reaction mixture was quenched with 30 mL of saturated aqueous sodium thiosulfate and extracted with three 50 mL portions of dichloromethane. The combined organic layers were washed with two 30 mL portions of saturated sodium bisulf... Product: CSCC12CCC(=CF)C=C1CCC1C3CCC(=O)C3(C)CCC12. RXN SMILES: [B-:24]([F:25])([F:26])([F:27])[F:28].[CH2:57]([CH2:58][O:59][CH3:60])[O:61][CH3:62].[CH3:1][S:2][CH2:3][C:4]12[CH2:5][CH2:6][C:7](=[O:23])[CH:8]=[C:9]1[CH2:10][CH2:11][CH:12]1[CH:13]3[CH2:14][CH2:15][C:16](=[O:22])[C:17]3([CH3:18])[CH2:19][CH2:20][CH:21]21.[Cl-:55].[F:29][CH2:30][P+:31]([c:32]1[cH:33][cH:34][cH:35][cH:36][cH:37]1)([c:38]1[cH:39][cH:40][cH:41][cH:42][cH:43]1)[c:44]1[cH:45][cH:46][cH:47][cH:48][cH:49]1.[Li:50][CH2:51][CH2:52][CH2:53][CH3:54].[NH4+:56].[OH2:63]>>[CH3:1][S:2][CH2:3][C:4]12[CH2:5][CH2:6][C:7](=[CH:30][F:29])[CH:8]=[C:9]1[CH2:10][CH2:11][CH:12]1[CH:13]3[CH2:14][CH2:15][C:16](=[O:22])[C:17]3([CH3:18])[CH2:19][CH2:20][CH:21]21. Reactants: F[B-](F)(F)F, COCCOC, CSCC12CCC(=O)C=C1CCC1C3CCC(=O)C3(C)CCC12, [Cl-], FC[P+](c1ccccc1)(c1ccccc1)c1ccccc1, [Li]CCCC, [NH4+], O. Reactants: BrC1C(N(CCCC1)CCCCCCCCCCCC)=O (3-bromo-1-dodecylazacycloheptan-2-one), N1=C(C=CC=C1C)C (2,6-lutidine). Run in C1(=CC=CC=C1)C (toluene). The product is C(CCCCCCCCCCC)N1C(CC=CCC1)=O (1-Dodecylazacyclohept-4-ene-2-one). As a reaction SMILES: Br[CH:2]1[CH2:8][CH2:7][CH2:6][CH2:5][N:4]([CH2:9][CH2:10][CH2:11][CH2:12][CH2:13][CH2:14][CH2:15][CH2:16][CH2:17][CH2:18][CH2:19][CH3:20])[C:3]1=[O:21].N1C(C)=CC=CC=1C>C1(C)C=CC=CC=1>[CH2:9]([N:4]1[CH2:5][CH2:6][CH:7]=[CH:8][CH2:2][C:3]1=[O:21])[CH2:10][CH2:11][CH2:12][CH2:13][CH2:14][CH2:15][CH2:16][CH2:17][CH2:18][CH2:19][CH3:20]. Procedure: A solution of 10.0 g (28 mmol) of 3-bromo-1-dodecylazacycloheptan-2-one (Example 1-A) and 5.1 g 47 mmol) of 2,6-lutidine was refluxed for 3 hours. The reaction was cooled to room temperature, 100 ml of toluene was added, and the mixture was filtered. The filtrate was concentrated in vacuo and the residue subjected to flash chromatography (silica gel, 7:3 petroleum ether/EtOAc V/V) to yield the product as a white solid, Rf =0.5; Kuglerohr distilled at 155°-160° C./0.2 mm Hg. The reactants are C(#N)CC1=C(NC2=NC=C(C=C21)F)C (3-(cyanomethyl)-5-fluoro-2-methylpyrrolo[2,3-b]pyridine), FC1=CC=C(C(CCl)=O)C=C1 (4-fluorophenacyl chloride), initial solution. Run in C(C)OCC (diethyl ether), C(C)#N (acetonitrile). The product is Cl.C(#N)CC1=C(N=C2N(C=C(C=C21)F)CC(=O)C2=CC=C(C=C2)F)C (3-cyanomethyl-5-fluoro-2-methyl-7-[4-fluorophenacyl)pyrrolo[2,3-b]pyridine hydrochloride). Isolated yield 41.7%. Reaction SMILES: [C:1]([CH2:3][C:4]1[C:12]2[C:7](=[N:8][CH:9]=[C:10]([F:13])[CH:11]=2)[NH:6][C:5]=1[CH3:14])#[N:2].[F:15][C:16]1[CH:25]=[CH:24][C:19]([C:20](=[O:23])[CH2:21][Cl:22])=[CH:18][CH:17]=1>C(#N)C.C(OCC)C>[ClH:22].[C:1]([CH2:3][C:4]1[C:12]2[C:7]([N:8]([CH2:21][C:20]([C:19]3[CH:24]=[CH:25][C:16]([F:15])=[CH:17][CH:18]=3)=[O:23])[CH:9]=[C:10]([F:13])[CH:11]=2)=[N:6][C:5]=1[CH3:14])#[N:2] |f:4.5|. Procedure: A mixture of 3-(cyanomethyl)-5-fluoro-2-methylpyrrolo[2,3-b]pyridine (10mg, 0.053 mmol) and 4-fluorophenacyl chloride (19 mg, 0.11 mmol) in acetonitrile (0.2 ml) was refluxed under argon for 26 h, during which time the initial solution was transformed into a suspension. Then the suspension was allowed to reach room temperature, diluted with diethyl ether (2ml), and filtered. The crystalline product was washed with diethyl ether to give 8 mg (42%) of the title compound. Reactants: Clc1cc(C2CCC3(CC2)OCCO3)nc2ccnn12, Oc1cc(C2CCC3(CC2)OCCO3)nc2ccnn12, CC(C)(C)OC(=O)N1CCC(c2cc(O)n3nccc3n2)CC1. Product: CC(C)(C)OC(=O)N1CCC(c2cc(Cl)n3nccc3n2)CC1. Reaction SMILES: [Cl:1][c:2]1[cH:3][c:4]([CH:11]2[CH2:12][CH2:13][C:14]3([O:15][CH2:16][CH2:17][O:18]3)[CH2:19][CH2:20]2)[n:5][c:6]2[n:7]1[n:8][cH:9][cH:10]2.[O:44]1[C:45]2([CH2:46][CH2:47][CH:48]([c:49]3[cH:50][c:51]([OH:52])[n:53]4[n:54][cH:55][cH:56][c:57]4[n:58]3)[CH2:59][CH2:60]2)[O:61][CH2:62][CH2:63]1.[OH:21][c:22]1[n:23]2[n:24][cH:25][cH:26][c:27]2[n:28][c:29]([CH:30]2[CH2:31][CH2:32][N:34]([C:37](=[O:38])[O:39][C:40]([CH3:41])([CH3:42])[CH3:43])[CH2:33][CH2:35]2)[cH:36]1>>[Cl:1][c:2]1[cH:3][c:4]([CH:11]2[CH2:12][CH2:13][N:34]([C:37](=[O:38])[O:39][C:40]([CH3:41])([CH3:42])[CH3:43])[CH2:19][CH2:20]2)[n:5][c:6]2[n:7]1[n:8][cH:9][cH:10]2. Starting materials: C12CN(CC(CNC1)C2)C(=O)OC(C)(C)C (tert-Butyl 3,7-diazabicyclo[3.3.1]nonane-3-carboxylate), C(#N)C1=CC=C(OCC=CCCl)C=C1 (4-(4-Cyanophenoxy)-1-chloro-2-butene). Solvent: CC#N (MeCN). Reaction conditions: time 8 hour. Yields the product C(#N)C1=CC=C(OCC=CCN2CC3CN(CC(C2)C3)C(=O)OC(C)(C)C)C=C1 (tert-Butyl 7-[4-(4-cyanophenoxy)-2-butenyl]-3,7-diazabicyclo[3.3.1]-nonane-3-carboxylate). Isolated yield 42.0%. RXN SMILES: [CH:1]12[CH2:9][CH:5]([CH2:6][NH:7][CH2:8]1)[CH2:4][N:3]([C:10]([O:12][C:13]([CH3:16])([CH3:15])[CH3:14])=[O:11])[CH2:2]2.[C:17]([C:19]1[CH:30]=[CH:29][C:22]([O:23][CH2:24][CH:25]=[CH:26][CH2:27]Cl)=[CH:21][CH:20]=1)#[N:18]>CC#N>[C:17]([C:19]1[CH:30]=[CH:29][C:22]([O:23][CH2:24][CH:25]=[CH:26][CH2:27][N:7]2[CH2:8][CH:1]3[CH2:9][CH:5]([CH2:4][N:3]([C:10]([O:12][C:13]([CH3:16])([CH3:15])[CH3:14])=[O:11])[CH2:2]3)[CH2:6]2)=[CH:21][CH:20]=1)#[N:18]. Reported procedure: tert-Butyl 3,7-diazabicyclo[3.3.1]nonane-3-carboxylate (1.13 g; 5 mmol; see Example F above) was added to a stirred solution of 4-(4-cyanophenoxy)-1-chloro-2-butene (1.04 g; 5 mmol; from step (a) above) in MeCN (25 mL) and the reaction mixture was stirred at room temperature overnight. The reaction mixture was concentrated and partitioned between diethyl ether and KHS04 (0.3 M). The aqueous layer was treated with NaOH (2M) and subsequently extracted with CH2Cl2. The organic layer was washed with...